Task: describe an organic reaction: reactants, conditions, products, and yield. Dataset: the Open Reaction Database (ORD), a public repository of structured organic reaction records The reactants are CN(C(=O)OC(C)(C)C)C(Cc1ccccc1)C(=O)O, CCN(C(C)C)C(C)C, CCN=C=NCCCN(C)C, CN(C)CC1CCNCC1, CN(C)C=O, CCOC(C)=O, ClCCl, Cl, On1nnc2cccnc21. The product is CN(C)CC1CCN(C(=O)C(Cc2ccccc2)N(C)C(=O)OC(C)(C)C)CC1. Reaction SMILES: [C:13]([CH3:14])([CH3:15])([CH3:16])[O:17][C:18](=[O:19])[N:20]([CH3:21])[CH:22]([C:23](=[O:24])[OH:25])[CH2:26][c:27]1[cH:28][cH:29][cH:30][cH:31][cH:32]1.[CH2:53]([N:54]([CH:55]([CH3:56])[CH3:57])[CH:58]([CH3:59])[CH3:60])[CH3:61].[CH3:2][N:3]([CH3:4])[CH2:5][CH2:6][CH2:7][N:8]=[C:9]=[N:10][CH2:11][CH3:12].[CH3:43][N:44]([CH2:45][CH:46]1[CH2:47][CH2:48][NH:49][CH2:50][CH2:51]1)[CH3:52].[CH3:65][N:66]([CH3:67])[CH:68]=[O:69].[CH3:70][CH2:71][O:72][C:73](=[O:74])[CH3:75].[Cl:62][CH2:63][Cl:64].[ClH:1].[OH:33][n:34]1[c:35]2[n:36][cH:37][cH:38][cH:39][c:40]2[n:41][n:42]1>>[C:13]([CH3:14])([CH3:15])([CH3:16])[O:17][C:18](=[O:19])[N:20]([CH3:21])[CH:22]([C:23](=[O:25])[N:49]1[CH2:48][CH2:47][CH:46]([CH2:45][N:44]([CH3:43])[CH3:52])[CH2:51][CH2:50]1)[CH2:26][c:27]1[cH:28][cH:29][cH:30][cH:31][cH:32]1. Starting materials: FC(C1=CC=NC=C1C=O)(F)F (4-(trifluoromethyl)nicotinaldehyde), CC(C)(C)[S@@](=O)N ((R)-2-methylpropane-2-sulfinamide). The reagents and catalysts are S(=O)(=O)([O-])[O-].[Cu+2] (copper sulfate). Solvent: C(Cl)Cl (DCM). Run at time 68 hour. Product: CC(C)(C)[S@@](=O)N=CC=1C=NC=CC1C(F)(F)F ((R)-2-methyl-N-((4-(trifluoromethyl)pyridin-3-yl)methylene)propane-2-sulfinamide). Reaction SMILES: [F:1][C:2]([F:12])([F:11])[C:3]1[C:8]([CH:9]=O)=[CH:7][N:6]=[CH:5][CH:4]=1.[CH3:13][C:14]([S@:17]([NH2:19])=[O:18])([CH3:16])[CH3:15]>S([O-])([O-])(=O)=O.[Cu+2].C(Cl)Cl>[CH3:13][C:14]([S@:17]([N:19]=[CH:9][C:8]1[CH:7]=[N:6][CH:5]=[CH:4][C:3]=1[C:2]([F:12])([F:11])[F:1])=[O:18])([CH3:16])[CH3:15] |f:2.3|. Procedure: To a the solution of 4-(trifluoromethyl)nicotinaldehyde from above was added DCM (10 mL), (R)-2-methylpropane-2-sulfinamide (1.553 g, 12.81 mmol; See Table 1, footnote 1) (AK Scientific) and copper sulfate (4.09 g, 25.6 mmol) (Aldrich, anhydrous). The suspension was stirred at rt under N2 for 68 h. The suspension was then filtered through Celite® brand filter agent, and the solid was washed with DCM (2×20 mL). The filtrates were concentrated and purified by ISCO (40 g, SiO2, 10-50% EtOAc/hexane)...